From a dataset of the Open Reaction Database (ORD), a public repository of structured organic reaction records. describe an organic reaction: reactants, conditions, products, and yield Run in CN(C)C=O (DMF). Reported procedure: A mixture comprising [4-[3-(2-Chloro-pyridin-4-yl)-imidazo[1,2-a]pyridin-6-ylamino]-cyclohexanol (Example 2.1) (1 eq, 0.29 mmol, 100 mg), pyrazole (5 eq, 1.45 mmol, 99 mg) and cesium carbonate (3 eq, 0.87 mmol, 284 mg) in DMF (25 ml) is heated using microwave radiation at 145° C. for 6 hours. After cooling to room temperature, the mixture is loaded onto a SCX-2 cartridge eluting with MeOH followed by 2M NH3 in MeOH. The solvent is removed in vacuo and the crude product is triturated with ethyl a... Reactants: ClC1=NC=CC(=C1)C1=CN=C2N1C=C(C=C2)NC2CCC(CC2)O (4-[3-(2-Chloro-pyridin-4-yl)-imidazo[1,2-a]pyridin-6-ylamino]-cyclohexanol), N1N=CC=C1 (pyrazole), C([O-])([O-])=O.[Cs+].[Cs+] (cesium carbonate). The product is N1(N=CC=C1)C1=NC=CC(=C1)C1=CN=C2N1C=C(C=C2)NC2CCC(CC2)O (4-[3-(2-Pyrazol-1-yl-pyridin-4-yl)-imidazo[1,2-a]pyridin-6-ylamino]-cyclohexanol). RXN SMILES: Cl[C:2]1[CH:7]=[C:6]([C:8]2[N:12]3[CH:13]=[C:14]([NH:17][CH:18]4[CH2:23][CH2:22][CH:21]([OH:24])[CH2:20][CH2:19]4)[CH:15]=[CH:16][C:11]3=[N:10][CH:9]=2)[CH:5]=[CH:4][N:3]=1.[NH:25]1[CH:29]=[CH:28][CH:27]=[N:26]1.C(=O)([O-])[O-].[Cs+].[Cs+]>CN(C=O)C>[N:25]1([C:2]2[CH:7]=[C:6]([C:8]3[N:12]4[CH:13]=[C:14]([NH:17][CH:18]5[CH2:23][CH2:22][CH:21]([OH:24])[CH2:20][CH2:19]5)[CH:15]=[CH:16][C:11]4=[N:10][CH:9]=3)[CH:5]=[CH:4][N:3]=2)[CH:29]=[CH:28][CH:27]=[N:26]1 |f:2.3.4|. Reactants: ClC1=CC(=C(CN(C)C)C=C1)SCC1=CC=C(C=C1)OC (4-chloro-2-(4-methoxybenzylthio)-N,N-dimethylbenzylamine), ClC(=O)OCC (ethyl chloroformate). Solvent: C1(=CC=CC=C1)C (toluene). Conditions: temperature 2.5 celsius. The product is ClC1=CC(=C(CCl)C=C1)SCC1=CC=C(C=C1)OC (4-Chloro-2-(4-methoxybenzylthio)benzyl chloride). Isolated yield 97.8%. As a reaction SMILES: [Cl:1][C:2]1[CH:11]=[CH:10][C:5]([CH2:6]N(C)C)=[C:4]([S:12][CH2:13][C:14]2[CH:19]=[CH:18][C:17]([O:20][CH3:21])=[CH:16][CH:15]=2)[CH:3]=1.[Cl:22]C(OCC)=O>C1(C)C=CC=CC=1>[Cl:1][C:2]1[CH:11]=[CH:10][C:5]([CH2:6][Cl:22])=[C:4]([S:12][CH2:13][C:14]2[CH:19]=[CH:18][C:17]([O:20][CH3:21])=[CH:16][CH:15]=2)[CH:3]=1. Reported procedure: A solution of 4-chloro-2-(4-methoxybenzylthio)-N,N-dimethylbenzylamine (D19) (2.49 g, 7.7 mmol) in dry toluene (80 ml) was cooled in ice whilst ethyl chloroformate (0.9 ml, 9.4 mmol) was added dropwise. A solid slowly separated, and after 1 h at 0-5° C. the mixture was heated under reflux for 2 h. The solvent was removed in vacuo, then the residue was repeatedly dissolved in toluene and evaporated to dryness (3 times) to give the title compound as a light brown oil (2.36 g, 98%). The reactants are CC(C)(C)C=1OC(=NN1)C1=CC(=C(C=C1)[N+](=O)[O-])C (2-(1,1-dimethylethyl)-5-(3-methyl-4-nitrophenyl)-1,3,4-oxadiazole), FeCl3.6H2O. The reagents and catalysts are [Zn] (zinc). Solvent: CN(C=O)C.O (dimethylformamide water). Reaction conditions: temperature 100 celsius. Yields the product CC(C)(C)C1=NN=C(O1)C1=CC(=C(N)C=C1)C (4-(5-(1,1-dimethylethyl)-1,3,4-oxadiazol-2-yl)-2-methylaniline). Reaction SMILES: [CH3:1][C:2]([C:5]1[O:6][C:7]([C:10]2[CH:15]=[CH:14][C:13]([N+:16]([O-])=O)=[C:12]([CH3:19])[CH:11]=2)=[N:8][N:9]=1)([CH3:4])[CH3:3]>[Zn].CN(C)C=O.O>[CH3:4][C:2]([C:5]1[O:6][C:7]([C:10]2[CH:15]=[CH:14][C:13]([NH2:16])=[C:12]([CH3:19])[CH:11]=2)=[N:8][N:9]=1)([CH3:1])[CH3:3] |f:2.3|. Reported procedure: A mixture of 2-(1,1-dimethylethyl)-5-(3-methyl-4-nitrophenyl)-1,3,4-oxadiazole (1.6 g), FeCl3.6H2O (5 g) and zinc powder (4 g) in a dimethylformamide/water mixture (1/1, 25 ml) is heated at 100° C. for 30 minutes and then filtered through Celite. After dilution with saturated aqueous sodium carbonate solution, the reaction mixture is extracted with diethyl ether. Drying over magnesium sulphate and evaporation of the organic phase gives the title aniline. Reactants: C(C)(C)N (isopropylamine), O1CC1COC=1SC(=CN1)C(=O)NCCCC(CC)C (1,2-epoxy-3-(5-4'-methylhexylaminocarbonylthiazol-2-oxy)-propane). Solvent: C(C)O (ethanol). Reaction conditions: time 12 hour. The product is C(C)(C)NCC(COC=1SC(=CN1)C(=O)NCCCC(CC)C)O (1-isopropylamino-3-(5-4'-methylhexylaminocarbonylthiazol-2-oxy)-2-propanol). As a reaction SMILES: [CH:1]([NH2:4])([CH3:3])[CH3:2].[O:5]1[CH:7]([CH2:8][O:9][C:10]2[S:11][C:12]([C:15]([NH:17][CH2:18][CH2:19][CH2:20][CH:21]([CH3:24])[CH2:22][CH3:23])=[O:16])=[CH:13][N:14]=2)[CH2:6]1>C(O)C>[CH:1]([NH:4][CH2:6][CH:7]([OH:5])[CH2:8][O:9][C:10]1[S:11][C:12]([C:15]([NH:17][CH2:18][CH2:19][CH2:20][CH:21]([CH3:24])[CH2:22][CH3:23])=[O:16])=[CH:13][N:14]=1)([CH3:3])[CH3:2]. Procedure details: This example illustrates further methods according to the invention of preparing the compounds of formula I to the invention. In this example 0.6 g. of isopropylamine is added to a solution containing 0.3 g. of 1,2-epoxy-3-(5-4'-methylhexylaminocarbonylthiazol-2-oxy)-propane in 20 ml. of anhydrous absolute ethanol, and then allowed to stand for 12 hours at room temperature. The mixture is then evaporated to dryness and the resulting residue chromatographed on silica gel yielding 1-isopropylamino... Starting materials: FC(CCCCCCOCCCCCCCCCC=C)(C(F)(F)F)F (11-(7,7,8,8,8-pentafluoro-octyloxy)-undec-1-ene), [OH-].[Na+] (NaOH), B1C2CCCC1CCC2 (9-BBN), OO (H2O2). Reaction conditions: time 3 hour. Yields the product FC(CCCCCCOCCCCCCCCCCCO)(C(F)(F)F)F (11-(7,7,8,8,8-pentafluoro-octyloxy)-undecan-1-ol). Isolated yield 76.0%. RXN SMILES: [F:1][C:2]([F:25])([C:21]([F:24])([F:23])[F:22])[CH2:3][CH2:4][CH2:5][CH2:6][CH2:7][CH2:8][O:9][CH2:10][CH2:11][CH2:12][CH2:13][CH2:14][CH2:15][CH2:16][CH2:17][CH2:18][CH:19]=[CH2:20].B1C2CCCC1CCC2.[OH:35]O.[OH-].[Na+]>>[F:1][C:2]([F:25])([C:21]([F:22])([F:23])[F:24])[CH2:3][CH2:4][CH2:5][CH2:6][CH2:7][CH2:8][O:9][CH2:10][CH2:11][CH2:12][CH2:13][CH2:14][CH2:15][CH2:16][CH2:17][CH2:18][CH2:19][CH2:20][OH:35] |f:3.4|. Procedure: Into a clean flame dried 1 L RBF under current of N2, was put 12.86 g (34.48 mmol) of 54. To this was added 172 mL (86.2 mmol) of 9-BBN (0.5 M in THF). The reaction was stirred for 3 h. 23 mL of 30% H2O2 was then added dropwise to the reaction mixture followed by 49 mL of 15% aq. NaOH and the reaction mixture was stirred at 85° C. for 3 h. The mixture was then cooled to room temperature and THF was evaporated and the residue was diluted with H2O and extracted with EtOAc (3×). The combined organi... Starting materials: E2, ClC1=C(C=C(C=C1)CO)C(F)(F)F ((4-chloro-3-(trifluoromethyl)phenyl)methanol), ClC1=NC(N2C(N(CCC2)C)=C1)=O (8-chloro-1-methyl-3,4-dihydro-1H-pyrimido[1,6-a]pyrimidin-6(2H)-one). The product is ClC1=C(C=C(COC2=NC(N3C(N(CCC3)C)=C2)=O)C=C1)C(F)(F)F (8-((4-chloro-3-(trifluoromethyl)benzyl)oxy)-1-methyl-3,4-dihydro-1H-pyrimido[1,6-a]pyrimidin-6(2H)-one). As a reaction SMILES: [Cl:1][C:2]1[CH:7]=[CH:6][C:5]([CH2:8][OH:9])=[CH:4][C:3]=1[C:10]([F:13])([F:12])[F:11].Cl[C:15]1[CH:25]=[C:19]2[N:20]([CH3:24])[CH2:21][CH2:22][CH2:23][N:18]2[C:17](=[O:26])[N:16]=1>>[Cl:1][C:2]1[CH:7]=[CH:6][C:5]([CH2:8][O:9][C:15]2[CH:25]=[C:19]3[N:20]([CH3:24])[CH2:21][CH2:22][CH2:23][N:18]3[C:17](=[O:26])[N:16]=2)=[CH:4][C:3]=1[C:10]([F:11])([F:12])[F:13]. Procedure: The title compound or its salt was prepared by a procedure similar to that described for E2 starting from (4-chloro-3-(trifluoromethyl)phenyl)methanol and 8-chloro-1-methyl-3,4-dihydro-1H-pyrimido[1,6-a]pyrimidin-6(2H)-one. Starting materials: COC1=C(OC)C(=O)C(CCCCCCCCCCCOC(C)=O)=C(C)C1=O, O=C([O-])O, CO, [K+], O=S(=O)(O)O. Yields the product COC1=C(OC)C(=O)C(CCCCCCCCCCCO)=C(C)C1=O. As a reaction SMILES: [C:1](=[O:2])([CH3:3])[O:4][CH2:5][CH2:6][CH2:7][CH2:8][CH2:9][CH2:10][CH2:11][CH2:12][CH2:13][CH2:14][CH2:15][C:16]1=[C:17]([CH3:28])[C:18](=[O:27])[C:19]([O:25][CH3:26])=[C:20]([O:23][CH3:24])[C:21]1=[O:22].[C:34](=[O:35])([O-:36])[OH:37].[CH3:39][OH:40].[K+:38].[S:29](=[O:30])(=[O:31])([OH:32])[OH:33]>>[OH:4][CH2:5][CH2:6][CH2:7][CH2:8][CH2:9][CH2:10][CH2:11][CH2:12][CH2:13][CH2:14][CH2:15][C:16]1=[C:17]([CH3:28])[C:18](=[O:27])[C:19]([O:25][CH3:26])=[C:20]([O:23][CH3:24])[C:21]1=[O:22].